This data is from the Open Reaction Database (ORD), a public repository of structured organic reaction records. The task is: describe an organic reaction: reactants, conditions, products, and yield The reactants are CCO, Cc1c(OCC(F)(F)F)ccnc1CSc1nc2ccccc2[nH]1, ClC(Cl)Cl, O=C(OO)c1cccc(Cl)c1, O. The product is Cc1c(OCC(F)(F)F)ccnc1CS(=O)c1nc2ccccc2[nH]1. As a reaction SMILES: [CH2:37]([OH:38])[CH3:39].[CH3:1][c:2]1[c:3]([CH2:14][S:15][c:16]2[nH:17][c:18]3[c:19]([n:20]2)[cH:21][cH:22][cH:23][cH:24]3)[n:4][cH:5][cH:6][c:7]1[O:8][CH2:9][C:10]([F:11])([F:12])[F:13].[CH:40]([Cl:41])([Cl:42])[Cl:43].[Cl:25][c:26]1[cH:27][cH:28][cH:29][c:30]([C:31]([O:32][OH:34])=[O:33])[cH:35]1.[OH2:36]>>[CH3:1][c:2]1[c:3]([CH2:14][S:15]([c:16]2[n:17][c:18]3[c:19]([nH:20]2)[cH:21][cH:22][cH:23][cH:24]3)=[O:33])[n:4][cH:5][cH:6][c:7]1[O:8][CH2:9][C:10]([F:11])([F:12])[F:13]. The reactants are COC(=O)C(CC1CCCC1)n1ncc(Oc2ccccc2CCO)cc1=O, Cl, C1COCCO1. Yields the product O=C(O)C(CC1CCCC1)n1ncc(Oc2ccccc2CCO)cc1=O. Reaction SMILES: [CH3:1][O:2][C:3]([CH:4]([CH2:5][CH:6]1[CH2:7][CH2:8][CH2:9][CH2:10]1)[n:11]1[n:12][cH:13][c:14]([O:18][c:19]2[c:20]([CH2:25][CH2:26][OH:27])[cH:21][cH:22][cH:23][cH:24]2)[cH:15][c:16]1=[O:17])=[O:28].[ClH:29].[O:30]1[CH2:31][CH2:32][O:33][CH2:34][CH2:35]1>>[O:2]=[C:3]([CH:4]([CH2:5][CH:6]1[CH2:7][CH2:8][CH2:9][CH2:10]1)[n:11]1[n:12][cH:13][c:14]([O:18][c:19]2[c:20]([CH2:25][CH2:26][OH:27])[cH:21][cH:22][cH:23][cH:24]2)[cH:15][c:16]1=[O:17])[OH:28]. The reactants are CCOC(=O)C1CC(N(Cc2ccccc2)Cc2ccccc2)CC1C, C1COCCO1, Cl. Product: CC1CC(N(Cc2ccccc2)Cc2ccccc2)CC1C(=O)O. RXN SMILES: [CH2:1]([c:2]1[cH:3][cH:4][cH:5][cH:6][cH:7]1)[N:8]([CH:9]1[CH2:10][CH:11]([CH3:19])[CH:12]([C:14](=[O:15])[O:16][CH2:17][CH3:18])[CH2:13]1)[CH2:20][c:21]1[cH:22][cH:23][cH:24][cH:25][cH:26]1.[CH2:28]1[O:29][CH2:30][CH2:31][O:32][CH2:33]1.[ClH:27]>>[CH2:1]([c:2]1[cH:3][cH:4][cH:5][cH:6][cH:7]1)[N:8]([CH:9]1[CH2:10][CH:11]([CH3:19])[CH:12]([C:14](=[O:15])[OH:16])[CH2:13]1)[CH2:20][c:21]1[cH:22][cH:23][cH:24][cH:25][cH:26]1. The product is ClCC(=O)NC1=C(C=C(C=C1)C=1SC2=C(N1)C=CC=C2)I (2-(4'- Chloroacetamido-3-iodophenyl) benzothiazole). Run at temperature 50 celsius, time 30 minute. Reactants: NC1=C(C=C(C=C1)C=1SC2=C(N1)C=CC=C2)I (2-(4'-amino-3'-iodophenyl)benzothiazole), ClCC(=O)Cl (chloroacetyl chloride). RXN SMILES: [NH2:1][C:2]1[CH:7]=[CH:6][C:5]([C:8]2[S:9][C:10]3[CH:16]=[CH:15][CH:14]=[CH:13][C:11]=3[N:12]=2)=[CH:4][C:3]=1[I:17].[Cl:18][CH2:19][C:20](Cl)=[O:21]>C1C=CC=CC=1>[Cl:18][CH2:19][C:20]([NH:1][C:2]1[CH:7]=[CH:6][C:5]([C:8]2[S:9][C:10]3[CH:16]=[CH:15][CH:14]=[CH:13][C:11]=3[N:12]=2)=[CH:4][C:3]=1[I:17])=[O:21]. Procedure: To a solution of 2-(4'-amino-3'-iodophenyl) benzothiazole (DF129) (0.15 g, 0.426 mmol) in benzene (15 ml) was added dropwise chloroacetyl chloride (0.18 g) at room temperature. A yellow precipitate was formed and the resulting mixture was stirred at 50° C. for 30 minutes, and then cooled in an ice-bath. The solid was filtered off, washed with cold benzene and petroleum ether, and dried to give a yellow powder (0.13 g, 71.2%), m.p. 192.1-193.8° C. Run in C1=CC=CC=C1 (benzene). Isolated yield 71.2%. Reactants: O1C(=NC2=C1C=CC=C2)C2=CC=C(CBr)C=C2 (4-(benzoxazol-2-yl)benzyl bromide), [C-]#N.[K+] (potassium cyanide). Run in C1CCOC1 (THF), CS(=O)C (DMSO), C(Cl)Cl (CH2Cl2). Conditions: time 72 hour. Product: O1C(=NC2=C1C=CC=C2)C2=CC=C(CC#N)C=C2 (4-(benzoxazol-2-yl)-benzyl cyanide). As a reaction SMILES: [O:1]1[C:5]2[CH:6]=[CH:7][CH:8]=[CH:9][C:4]=2[N:3]=[C:2]1[C:10]1[CH:17]=[CH:16][C:13]([CH2:14]Br)=[CH:12][CH:11]=1.[C-:18]#[N:19].[K+]>C1COCC1.CS(C)=O.C(Cl)Cl>[O:1]1[C:5]2[CH:6]=[CH:7][CH:8]=[CH:9][C:4]=2[N:3]=[C:2]1[C:10]1[CH:17]=[CH:16][C:13]([CH2:14][C:18]#[N:19])=[CH:12][CH:11]=1 |f:1.2|. Procedure details: To a solution of 4-(benzoxazol-2-yl)benzyl bromide (0.5 g; 1.7 mmol) in THF (3 ml) and DMSO (3 ml) is added potassium cyanide (0.22 g; 3.4 mmol) and the reaction is stirred for 72 hours. The reaction is diluted with CH2Cl2, washed with H2O 3×, dried (MgSO4) and concentrated to dryness. The residue is purified by column chromatography using methylene chloride to yield 4-(benzoxazol-2-yl)-benzyl cyanide which is used directly in Step D. Starting materials: [OH-].[Na+] (sodium hydroxide), [N+](=O)([O-])C1=CC=C(COC(=O)N2[C@@H](C[C@@H](C2)SC(C)=O)C(N(C)C)=O)C=C1 ((2S,4S)-1-(p-nitrobenzyloxycarbonyl)-2-dimethylcarbamoyl-4-acetylthiopyrrolidine), Cl (hydrochloric acid). Run in CO (methanol). Reaction conditions: time 15 minute. The product is [N+](=O)([O-])C1=CC=C(COC(=O)N2[C@@H](C[C@@H](C2)S)C(N(C)C)=O)C=C1 ((2S,4S)-1-(p-nitrobenzyloxycarbonyl)-2-dimethylcarbamoyl-4-mercaptopyrrolidine). Reaction SMILES: [N+:1]([C:4]1[CH:27]=[CH:26][C:7]([CH2:8][O:9][C:10]([N:12]2[CH2:16][C@@H:15]([S:17]C(=O)C)[CH2:14][C@H:13]2[C:21](=[O:25])[N:22]([CH3:24])[CH3:23])=[O:11])=[CH:6][CH:5]=1)([O-:3])=[O:2].[OH-].[Na+].Cl>CO>[N+:1]([C:4]1[CH:5]=[CH:6][C:7]([CH2:8][O:9][C:10]([N:12]2[CH2:16][C@@H:15]([SH:17])[CH2:14][C@H:13]2[C:21](=[O:25])[N:22]([CH3:24])[CH3:23])=[O:11])=[CH:26][CH:27]=1)([O-:3])=[O:2] |f:1.2|. Procedure details: 40 mg of (2S,4S)-1-(p-nitrobenzyloxycarbonyl)-2-dimethylcarbamoyl-4-acetylthiopyrrolidine was dissolved in 4 ml of methanol, and 0.1 ml of a 1N sodium hydroxide aqueous solution was added thereto, followed by stirring at room temperature for 15 minutes. 0.11 ml of a 1N hydrochloric acid aqueous solution was then added thereto, followed by concentration under reduced pressure. The concentrate was diluted with ethyl acetate, washed with water, dried over sodium sulfate and distilled off to remove ... Starting materials: O (Water), COC1=NC=CC(=C1)C(=O)OCC (ethyl 2-methoxy-pyridine-4-carboxylate), [H-].[Al+3].[Li+].[H-].[H-].[H-] (lithium aluminium hydride). The solvent is CCOCC (ether), CCOCC (ether). Reaction conditions: temperature 5 celsius, time 2 hour. The product is OCC1=CC(=NC=C1)OC (4-hydroxymethyl-2-methoxypyridine). Yield: 92.0%. As a reaction SMILES: [CH3:1][O:2][C:3]1[CH:8]=[C:7]([C:9](OCC)=[O:10])[CH:6]=[CH:5][N:4]=1.[H-].[Al+3].[Li+].[H-].[H-].[H-].O>CCOCC>[OH:10][CH2:9][C:7]1[CH:6]=[CH:5][N:4]=[C:3]([O:2][CH3:1])[CH:8]=1 |f:1.2.3.4.5.6|. Procedure details: A solution of ethyl 2-methoxy-pyridine-4-carboxylate (0.93 g, 5 mmol) in ether (5 ml) was added to lithium aluminium hydride (0.3 g, 8 mmol) in ether (10 ml) cooled to 5° C. and the mixture stirred for 2 hours. Water was added, the mixture was filtered through diatomaceous earth and the pad was washed through with ethyl acetate. The filtrate was extracted with ethyl acetate and the combined extracts were washed with brine, dried (MgSO4) and the solvent removed by evaporation to give 4-hydroxymet...